This data is from the Open Reaction Database (ORD), a public repository of structured organic reaction records. The task is: describe an organic reaction: reactants, conditions, products, and yield Yields the product IC1=C(C=C(C(=C1)C)C(F)(F)F)N (2-Iodo-4-methyl-5-trifluoromethylphenylamine). RXN SMILES: [I:1]Cl.[CH3:3][C:4]1[CH:10]=[CH:9][C:7]([NH2:8])=[CH:6][C:5]=1[C:11]([F:14])([F:13])[F:12].C(=O)(O)[O-].[Na+]>ClCCl.CO.S(S([O-])=O)([O-])(=O)=O.[Na+].[Na+]>[I:1][C:9]1[CH:10]=[C:4]([CH3:3])[C:5]([C:11]([F:12])([F:13])[F:14])=[CH:6][C:7]=1[NH2:8] |f:2.3,6.7.8|. Yield: 103.1%. Reported procedure: Add a solution of iodine monochloride (27.8 g, 171 mmol) in dichloromethane (180 mL) to a solution of 4-methyl-3-trifluoromethylaniline (25.0 g, 143 mmol) and sodium bicarbonate (14.4 g, 171 mmol) in methanol (180 mL) and dichloromethane (730 mL) at room temperature under nitrogen. Stir the mixture for 3 h and dilute the cooled mixture with aqueous sodium metabisulfite (500 mL). Collect the organic phase, and extract the aqueous phase with methylene chloride (200 mL). Wash the combined organic e... Solvent: S(=O)(=O)([O-])S(=O)[O-].[Na+].[Na+] (sodium metabisulfite), ClCCl (dichloromethane), CO (methanol), ClCCl (dichloromethane). Reactants: ICl (iodine monochloride), CC1=C(C=C(N)C=C1)C(F)(F)F (4-methyl-3-trifluoromethylaniline), C([O-])(O)=O.[Na+] (sodium bicarbonate). Reaction conditions: time 3 hour. Starting materials: FC1=C(C(=C(C(=C1F)C)[N+](=O)[O-])F)C (2,3,6-trifluoro-4-methyl-5-nitrotoluene), COCCO (2-methoxyethanol), CN1CCNCC1 (N-methylpiperazine). Run in C(C)N(CC)CC (triethylamine), O (water), O (water). Yields the product CN1CCN(CC1)C1=C(C(=C(C(=C1F)C)[N+](=O)[O-])F)C (2-(4-methyl-1-piperazinyl)-3,6-difluoro-4-methyl-5-nitrotoluene). Reaction SMILES: F[C:2]1[C:7]([F:8])=[C:6]([CH3:9])[C:5]([N+:10]([O-:12])=[O:11])=[C:4]([F:13])[C:3]=1[CH3:14].COCCO.[CH3:20][N:21]1[CH2:26][CH2:25][NH:24][CH2:23][CH2:22]1>O.C(N(CC)CC)C>[CH3:20][N:21]1[CH2:26][CH2:25][N:24]([C:2]2[C:7]([F:8])=[C:6]([CH3:9])[C:5]([N+:10]([O-:12])=[O:11])=[C:4]([F:13])[C:3]=2[CH3:14])[CH2:23][CH2:22]1. Procedure details: To 2,3,6-trifluoro-4-methyl-5-nitrotoluene (1.9 g) are added 2-methoxyethanol (9.9 ml), water (1.1 ml), N-methylpiperazine (4.1 ml) and triethylamine (5.2 ml) and the mixture is refluxed for 25 hours. After the reaction is completed, water is added and the resultant is extracted with diethyl ether, and the extract is washed with water and dried. The solvent is distilled off under reduced pressure and the residue is purified by silica-gel column-chromatography (dichloromethane: methanol=40:1) to ... Starting materials: CS(C)=O, CS(=O)(=O)OC(CCc1ccccc1[N+](=O)[O-])C1CC1, [H-], [Na+]. Product: O=[N+]([O-])c1ccccc1C1CC1C1CC1. RXN SMILES: [CH3:23][S:24]([CH3:25])=[O:26].[CH3:3][S:4]([O:5][CH:8]([CH2:9][CH2:10][c:11]1[c:12]([N+:17](=[O:18])[O-:19])[cH:13][cH:14][cH:15][cH:16]1)[CH:20]1[CH2:21][CH2:22]1)(=[O:6])=[O:7].[H-:1].[Na+:2]>>[CH:8]1([CH:20]2[CH2:21][CH2:22]2)[CH2:9][CH:10]1[c:11]1[c:12]([N+:17](=[O:18])[O-:19])[cH:13][cH:14][cH:15][cH:16]1.